Dataset: the Open Reaction Database (ORD), a public repository of structured organic reaction records. Task: describe an organic reaction: reactants, conditions, products, and yield The reactants are ClC1=NC2=C(N=C3C(=C2C=C1)C=CC=C3)N (3-chlorobenzo[f][1,7]naphthyridin-5-amine), CC1(OB(OC1(C)C)C=C)C (4,4,5,5-tetramethyl-2-vinyl-1,3,2-dioxaborolane), tetrakis(triphenyl-phosphine)palladium, C([O-])([O-])=O.[K+].[K+] (potassium carbonate). Run in C1(=CC=CC=C1)C.C(C)O (toluene ethanol), C(C)(=O)OCC (ethyl acetate), O (water). Reaction conditions: time 8 hour. The product is C(=C)C1=NC2=C(N=C3C(=C2C=C1)C=CC=C3)N (3-vinylbenzo[f][1,7]naphthyridin-5-amine). As a reaction SMILES: Cl[C:2]1[CH:11]=[CH:10][C:9]2[C:4](=[C:5]([NH2:16])[N:6]=[C:7]3[CH:15]=[CH:14][CH:13]=[CH:12][C:8]3=2)[N:3]=1.[CH3:17][C:18]1(C)C(C)(C)OB(C=C)O1.C(=O)([O-])[O-].[K+].[K+]>C1(C)C=CC=CC=1.C(O)C.C(OCC)(=O)C.O>[CH:17]([C:2]1[CH:11]=[CH:10][C:9]2[C:4](=[C:5]([NH2:16])[N:6]=[C:7]3[CH:15]=[CH:14][CH:13]=[CH:12][C:8]3=2)[N:3]=1)=[CH2:18] |f:2.3.4,5.6|. Procedure details: A solution of 3-chlorobenzo[f][1,7]naphthyridin-5-amine (Example 20) (1.0 eq.), 4,4,5,5-tetramethyl-2-vinyl-1,3,2-dioxaborolane (1.2 eq.), tetrakis(triphenyl-phosphine)palladium (5 mol %), and 2N aqueous potassium carbonate solution (2.0 eq.) in toluene/ethanol (4:1, 0.1 M) was heated to 100° C. and stirred overnight. After cooling to ambient temperature, the reaction content was diluted with ethyl acetate and water. The two phases were separated, and the aqueous layer was extracted with ethyl a... The reactants are [Al+3], C1CCOC1, CN1CCN(C(=O)c2ccc(Nc3nccc(-c4c[nH]nc4-c4ccc(Cl)cc4)n3)cc2)CC1, [H-], [H-], [H-], [H-], [Li+], O. The product is CN1CCN(Cc2ccc(Nc3nccc(-c4c[nH]nc4-c4ccc(Cl)cc4)n3)cc2)CC1. Reaction SMILES: [Al+3:2].[CH2:41]1[O:42][CH2:43][CH2:44][CH2:45]1.[Cl:7][c:8]1[cH:9][cH:10][c:11](-[c:14]2[n:15][nH:16][cH:17][c:18]2-[c:19]2[n:20][c:21]([NH:25][c:26]3[cH:27][cH:28][c:29]([C:32](=[O:33])[N:34]4[CH2:35][CH2:36][N:37]([CH3:40])[CH2:38][CH2:39]4)[cH:30][cH:31]3)[n:22][cH:23][cH:24]2)[cH:12][cH:13]1.[H-:1].[H-:4].[H-:5].[H-:6].[Li+:3].[OH2:46]>>[Cl:7][c:8]1[cH:9][cH:10][c:11](-[c:14]2[n:15][nH:16][cH:17][c:18]2-[c:19]2[n:20][c:21]([NH:25][c:26]3[cH:27][cH:28][c:29]([CH2:32][N:34]4[CH2:35][CH2:36][N:37]([CH3:40])[CH2:38][CH2:39]4)[cH:30][cH:31]3)[n:22][cH:23][cH:24]2)[cH:12][cH:13]1. The reactants are N1=CCC(C=C1)=O (4-pyridone), [N+](=O)(O)[O-] (nitric acid), S(O)(O)(=O)=O (sulfuric acid). Run in ice water. Run at temperature 100 celsius. The product is OC1=C(C=NC=C1)[N+](=O)[O-] (4-hydroxy-3-nitropyridine). Reaction SMILES: [N:1]1[CH:6]=[CH:5][C:4](=[O:7])[CH2:3][CH:2]=1.[N+:8]([O-])([OH:10])=[O:9].S(=O)(=O)(O)O>>[OH:7][C:4]1[CH:3]=[CH:2][N:1]=[CH:6][C:5]=1[N+:8]([O-:10])=[O:9]. Procedure details: 4-Hydroxy-3-nitropyridine was prepared by addition of 4-pyridone (50 g, 0.532M) to a mixture of fuming nitric acid and sulfuric acid. The resulting solution was heated for 1 hour at 100° C. The solution was cooled and poured into 500 mL of ice water and the desired product was obtained as a solid. (mp. 280° C.) Reactants: CCN(CC)CCCl, COC(=O)c1cccc(Oc2ncccc2C(=O)O)c1, CN(C)C=O, Cl, CC(C)(O)c1ccc(CN)cc1, O, O, On1nnc2ccccc21. Product: COC(=O)c1cccc(Oc2ncccc2C(=O)NCc2ccc(C(C)(C)O)cc2)c1. As a reaction SMILES: [CH2:45]([N:46]([CH2:47][CH3:48])[CH2:49][CH2:50][Cl:51])[CH3:52].[CH3:1][O:2][C:3](=[O:4])[c:5]1[cH:6][c:7]([O:8][c:9]2[c:10]([C:11](=[O:12])[OH:13])[cH:14][cH:15][cH:16][n:17]2)[cH:18][cH:19][cH:20]1.[CH3:53][N:54]([CH3:55])[CH:56]=[O:57].[ClH:44].[NH2:21][CH2:22][c:23]1[cH:24][cH:25][c:26]([C:29]([CH3:30])([CH3:31])[OH:32])[cH:27][cH:28]1.[OH2:33].[OH2:58].[OH:34][n:35]1[c:36]2[cH:37][cH:38][cH:39][cH:40][c:41]2[n:42][n:43]1>>[CH3:1][O:2][C:3](=[O:4])[c:5]1[cH:6][c:7]([O:8][c:9]2[c:10]([C:11](=[O:13])[NH:21][CH2:22][c:23]3[cH:24][cH:25][c:26]([C:29]([CH3:30])([CH3:31])[OH:32])[cH:27][cH:28]3)[cH:14][cH:15][cH:16][n:17]2)[cH:18][cH:19][cH:20]1.